Dataset: the Open Reaction Database (ORD), a public repository of structured organic reaction records. Task: describe an organic reaction: reactants, conditions, products, and yield Reactants: C(C1=CC=CC=C1)N1C(CC(C1)N(CC1=C(C=C(C=C1)F)F)C(=O)OC(C)(C)C)C(=O)O (1-benzyl-4-[tert-butoxycarbonyl-(2,4-difluoro-benzyl)-amino]-pyrrolidine-2-carboxylic acid), N1(CCNCC1)C1=CC=C(C=C1)C(C)=O (1-(4-piperazine-1-yl-phenyl)-ethanone). Product: C(C1=CC=CC=C1)N1[C@@H](C[C@@H](C1)NCC1=C(C=C(C=C1)F)F)C(=O)N1CCN(CC1)C1=CC=C(C=C1)C(C)=O (1-(4-{4-[(2S,4S)-1-Benzyl-4-(2,4-difluoro-benzylamino)-pyrrolidine-2-carbonyl]-piperazin-1-yl}-phenyl)-ethanone). Yield: 8.1%. As a reaction SMILES: [CH2:1]([N:8]1[CH2:12][CH:11]([N:13](C(OC(C)(C)C)=O)[CH2:14][C:15]2[CH:20]=[CH:19][C:18]([F:21])=[CH:17][C:16]=2[F:22])[CH2:10][CH:9]1[C:30](O)=[O:31])[C:2]1[CH:7]=[CH:6][CH:5]=[CH:4][CH:3]=1.[N:33]1([C:39]2[CH:44]=[CH:43][C:42]([C:45](=[O:47])[CH3:46])=[CH:41][CH:40]=2)[CH2:38][CH2:37][NH:36][CH2:35][CH2:34]1>>[CH2:1]([N:8]1[CH2:12][C@@H:11]([NH:13][CH2:14][C:15]2[CH:20]=[CH:19][C:18]([F:21])=[CH:17][C:16]=2[F:22])[CH2:10][C@H:9]1[C:30]([N:36]1[CH2:37][CH2:38][N:33]([C:39]2[CH:40]=[CH:41][C:42]([C:45](=[O:47])[CH3:46])=[CH:43][CH:44]=2)[CH2:34][CH2:35]1)=[O:31])[C:2]1[CH:7]=[CH:6][CH:5]=[CH:4][CH:3]=1. Procedure: As described for Example 1f, 1-benzyl-4-[tert-butoxycarbonyl-(2,4-difluoro-benzyl)-amino]-pyrrolidine-2-carboxylic acid (60.0 mg, 0.134 mmol) was converted, using 1-(4-piperazine-1-yl-phenyl)-ethanone instead of 2-piperazin-1-yl-benzonitrile, to the title compound (5.8 mg, 8.1%) as light yellow oil. MS m/e=559.4 [M+H]+. Reactants: [Li]C(C)CC (s-BuLi), C1CCCCC1 (cyclohexane), CN(C)CCN(C)C (TMEDA), CI (MeI), CC(C)(C)N(C(C1=C(C(=CC=C1)F)[Si](C)(C)C)=O)C (N-(1,1-Dimethylethyl)-3-fluoro-N-methyl-2-(trimethylsilyl)benzamide), C(CC(O)(C(=O)O)CC(=O)O)(=O)O (citric acid). The solvent is C1CCOC1 (THF), C1CCOC1 (THF). Conditions: temperature -100 celsius. The product is CC(C)(C)N(C(C1=C(C(=CC=C1C)F)[Si](C)(C)C)=O)C (N-(1,1-Dimethylethyl)-3-fluoro-N,6-dimethyl-2-(trimethylsilyl)benzamide). Isolated yield 99.0%. As a reaction SMILES: [Li][CH:2](CC)C.C1CCCCC1.CN(CCN(C)C)C.[CH3:20][C:21]([N:24]([CH3:38])[C:25](=[O:37])[C:26]1[CH:31]=[CH:30][CH:29]=[C:28]([F:32])[C:27]=1[Si:33]([CH3:36])([CH3:35])[CH3:34])([CH3:23])[CH3:22].CI.C(O)(=O)CC(CC(O)=O)(C(O)=O)O>C1COCC1>[CH3:23][C:21]([N:24]([CH3:38])[C:25](=[O:37])[C:26]1[C:31]([CH3:2])=[CH:30][CH:29]=[C:28]([F:32])[C:27]=1[Si:33]([CH3:34])([CH3:35])[CH3:36])([CH3:20])[CH3:22]. Reported procedure: 1.3M s-BuLi in cyclohexane (31.4 mL, 41 mmol) was added dropwise to THF (100 mL) and TMEDA (5.35 g, 46 mmol), cooled to -100° C. under nitrogen with stirring. To this mixture was added dropwise the compound of Example 5 (10.45 g, 37 mmol), dissolved in a minimum amount of THF. After stirring for 10 min, MeI (15.8 g, 0.1114 mol) was injected. The mixture was stirred for 1 h and 25% citric acid (15 mL) was added. The mixture was extracted three times with ether; the ether extracts were combined an... Starting materials: O (water), C(C)(=O)OCC (ethyl acetate), C(=O)NC1[C@@H]2N(C(=C(CS2=O)C#C)C(=O)OC(C2=CC=CC=C2)C2=CC=CC=C2)C1=O (benzhydryl 7-formamido-3-ethynyl-3-cephem-4-carboxylate-1-oxide), P(Cl)(Cl)Cl (phosphorus trichloride), resultant mixture. The solvent is CN(C=O)C (N,N-dimethylformamide). The product is C(=O)NC1[C@@H]2N(C(=C(CS2)C#C)C(=O)OC(C2=CC=CC=C2)C2=CC=CC=C2)C1=O (benzhydryl 7-formamido-3-ethynyl-3-cephem-4-carboxylate). The yield is 9.9%. As a reaction SMILES: [CH:1]([NH:3][CH:4]1[C:30](=[O:31])[N:6]2[C:7]([C:14]([O:16][CH:17]([C:24]3[CH:29]=[CH:28][CH:27]=[CH:26][CH:25]=3)[C:18]3[CH:23]=[CH:22][CH:21]=[CH:20][CH:19]=3)=[O:15])=[C:8]([C:12]#[CH:13])[CH2:9][S:10](=O)[C@H:5]12)=[O:2].P(Cl)(Cl)Cl.O.C(OCC)(=O)C>CN(C)C=O>[CH:1]([NH:3][CH:4]1[C:30](=[O:31])[N:6]2[C:7]([C:14]([O:16][CH:17]([C:18]3[CH:19]=[CH:20][CH:21]=[CH:22][CH:23]=3)[C:24]3[CH:25]=[CH:26][CH:27]=[CH:28][CH:29]=3)=[O:15])=[C:8]([C:12]#[CH:13])[CH2:9][S:10][C@H:5]12)=[O:2]. Procedure details: To a solution of benzhydryl 7-formamido-3-ethynyl-3-cephem-4-carboxylate-1-oxide (12 g) in N,N-dimethylformamide (96 ml) was added phosphorus trichloride (0.48 ml) at -20° C. and the resultant mixture was stirred at -20° C. to -10° C. for 10 minutes. After water and ethyl acetate were added to the reaction mixture, the separated organic layer was washed with water and brine, dried over magnesium sulfate. The solution was evaporated in vacuo to give benzhydryl 7-formamido-3-ethynyl-3-cephem-4-car... The reactants are COC(=O)c1ccc2c(c1)CCC1C2CCC2(C)C(C(=O)C3CCCCC3)CCC12, CO, CCOC(C)=O, [K+], [K+], O=C([O-])[O-], O. The product is CC12CCC3c4ccc(C(=O)O)cc4CCC3C1CCC2C(=O)C1CCCCC1. RXN SMILES: [CH3:1][O:2][C:3](=[O:4])[c:5]1[cH:6][c:7]2[c:20]([cH:21][cH:22]1)[CH:19]1[CH:10]([CH2:9][CH2:8]2)[CH:11]2[CH2:12][CH2:13][CH:14]([C:23](=[O:24])[CH:25]3[CH2:26][CH2:27][CH2:28][CH2:29][CH2:30]3)[C:15]2([CH3:16])[CH2:17][CH2:18]1.[CH3:38][OH:39].[CH3:40][CH2:41][O:42][C:43](=[O:44])[CH3:45].[K+:31].[K+:32].[O-:33][C:34]([O-:35])=[O:36].[OH2:37]>>[O:2]=[C:3]([OH:4])[c:5]1[cH:6][c:7]2[c:20]([cH:21][cH:22]1)[CH:19]1[CH:10]([CH2:9][CH2:8]2)[CH:11]2[CH2:12][CH2:13][CH:14]([C:23](=[O:24])[CH:25]3[CH2:26][CH2:27][CH2:28][CH2:29][CH2:30]3)[C:15]2([CH3:16])[CH2:17][CH2:18]1. Starting materials: FC1(CC(CC1)C1=NSC(=C1C(=O)OCC)C(F)(F)F)F (ethyl 3-(3,3-difluorocyclopentyl)-5-(trifluoromethyl)-1,2-thiazole-4-carboxylate), [H-].[H-].[H-].[H-].[Li+].[Al+3] (LAH). Run in CCOCC (ether). Run at temperature 0 celsius, time 1 hour. Product: FC1(CC(CC1)C1=NSC(=C1CO)C(F)(F)F)F ([3-(3,3-difluorocyclopentyl)-5-(trifluoromethyl)-1,2-thiazol-4-yl]methanol). Reaction SMILES: [F:1][C:2]1([F:21])[CH2:6][CH2:5][CH:4]([C:7]2[C:11]([C:12](OCC)=[O:13])=[C:10]([C:17]([F:20])([F:19])[F:18])[S:9][N:8]=2)[CH2:3]1.[H-].[H-].[H-].[H-].[Li+].[Al+3]>CCOCC>[F:21][C:2]1([F:1])[CH2:6][CH2:5][CH:4]([C:7]2[C:11]([CH2:12][OH:13])=[C:10]([C:17]([F:19])([F:20])[F:18])[S:9][N:8]=2)[CH2:3]1 |f:1.2.3.4.5.6|. Reported procedure: Into a 100-mL round-bottom flask, was placed ethyl 3-(3,3-difluorocyclopentyl)-5-(trifluoromethyl)-1,2-thiazole-4-carboxylate (200 mg, 0.61 mmol, 1.00 equiv), ether (5 mL), LAH (46 mg, 1.21 mmol, 2.00 equiv). The resulting solution was stirred for 1 h at 0° C. The reaction was then quenched by the addition of 10 ml of EA. The resulting mixture was concentrated under vacuum. The residue was applied onto a silica gel column with ethyl acetate/petroleum ether (1/30-1/10). This resulted in 100 mg (c... Reported procedure: The compound of the example is prepared by the procedure of Example 1 using 10 g of N,O-dimethylhydroxylamine hydrochloride (neutralized by NaOH, extracted with methylene chloride), and 1.0 g of 9-(2-bromo-acetylamino)-4,7-bis-dimethylamino-3,10,12,12a-tetrahydroxy-1,11-dioxo-1,4,4a,5,5a,6,11,12a-octahydro-naphthacene-2-carboxylic acid amide in 8 ml DMPU and 2.5 ml acetonitrile to give 0.495 g of the product. As a reaction SMILES: Cl.[CH3:2][NH:3][O:4][CH3:5].Br[CH2:7][C:8]([NH:10][C:11]1[C:28]([OH:29])=[C:27]2[C:14]([CH2:15][CH:16]3[C:25]([C:26]2=[O:30])=[C:24]([OH:31])[C:23]2([OH:32])[CH:18]([CH:19]([N:38]([CH3:40])[CH3:39])[C:20]([OH:37])=[C:21]([C:34]([NH2:36])=[O:35])[C:22]2=[O:33])[CH2:17]3)=[C:13]([N:41]([CH3:43])[CH3:42])[CH:12]=1)=[O:9]>CN1C(=O)N(C)CCC1.C(#N)C>[CH3:40][N:38]([CH3:39])[C@H:19]1[C@H:18]2[C@:23]([OH:32])([C:24]([OH:31])=[C:25]3[C@H:16]([CH2:17]2)[CH2:15][C:14]2[C:27](=[C:28]([OH:29])[C:11]([NH:10][C:8](=[O:9])[CH2:7][N:3]([O:4][CH3:5])[CH3:2])=[CH:12][C:13]=2[N:41]([CH3:42])[CH3:43])[C:26]3=[O:30])[C:22](=[O:33])[C:21]([C:34]([NH2:36])=[O:35])=[C:20]1[OH:37] |f:0.1|. Reactants: Cl.CNOC (N,O-dimethylhydroxylamine hydrochloride), BrCC(=O)NC1=CC(=C2CC3CC4C(C(=C(C(C4(C(=C3C(C2=C1O)=O)O)O)=O)C(=O)N)O)N(C)C)N(C)C (9-(2-bromo-acetylamino)-4,7-bis-dimethylamino-3,10,12,12a-tetrahydroxy-1,11-dioxo-1,4,4a,5,5a,6,11,12a-octahydro-naphthacene-2-carboxylic acid amide). Yield: 51.2%. Run in C(C)#N (acetonitrile), CN1CCCN(C1=O)C (DMPU). The product is CN([C@@H]1C(=C(C([C@]2(C(=C3C(C4=C(C(=CC(=C4C[C@H]3C[C@@H]12)N(C)C)NC(CN(C)OC)=O)O)=O)O)O)=O)C(=O)N)O)C ((4S,4aS,5aR,12aS)-4,7-bis(dimethylamino)-3,10,12,12a-tetrahydroxy-9-[(N-methoxy-N-methylglycyl)amino]-1,11-dioxo-1,4,4a,5,5a,6,11,12a-octahydrotetracene-2-carboxamide). Reported procedure: A small screw cap test tube was charged with Thiophene-2-carboxylic acid [4-(3-hydroxymethylene-2-oxo-2,3-dihydro-1H-indole-6-carbonyl)-phenyl]-amide (as prepared in Example 20, 100 mg, 0.257 mmol) and THF (2 mL). To the resulting solution was added 3-aminophenol (30.7 mg, 0.282 mmol), and the mixture was stirred for 24 h at 65° C. Subsequently, the reaction mixture was cooled to room temperature. Hexanes were added to the reaction mixture. The solid precipitate that formed was washed with ˜1 mL... The product is OC=1C=C(C=CC1)NC=C1C(NC2=CC(=CC=C12)C(=O)C1=CC=C(C=C1)NC(=O)C=1SC=CC1)=O (Thiophene-2-carboxylic acid (4-{3-[(3-hydroxy-phenylamino)-methylene]-2-oxo-2,3-dihydro-1H-indole-6-carbonyl}-phenyl)-amide). As a reaction SMILES: O[CH:2]=[C:3]1[C:11]2[C:6](=[CH:7][C:8]([C:12]([C:14]3[CH:19]=[CH:18][C:17]([NH:20][C:21]([C:23]4[S:24][CH:25]=[CH:26][CH:27]=4)=[O:22])=[CH:16][CH:15]=3)=[O:13])=[CH:9][CH:10]=2)[NH:5][C:4]1=[O:28].[NH2:29][C:30]1[CH:31]=[C:32]([OH:36])[CH:33]=[CH:34][CH:35]=1>C1COCC1>[OH:36][C:32]1[CH:31]=[C:30]([NH:29][CH:2]=[C:3]2[C:11]3[C:6](=[CH:7][C:8]([C:12]([C:14]4[CH:19]=[CH:18][C:17]([NH:20][C:21]([C:23]5[S:24][CH:25]=[CH:26][CH:27]=5)=[O:22])=[CH:16][CH:15]=4)=[O:13])=[CH:9][CH:10]=3)[NH:5][C:4]2=[O:28])[CH:35]=[CH:34][CH:33]=1. Reaction conditions: temperature 65 celsius, time 24 hour. The solvent is C1CCOC1 (THF), Hexanes. The reactants are NC=1C=C(C=CC1)O (3-aminophenol), OC=C1C(NC2=CC(=CC=C12)C(=O)C1=CC=C(C=C1)NC(=O)C=1SC=CC1)=O (Thiophene-2-carboxylic acid [4-(3-hydroxymethylene-2-oxo-2,3-dihydro-1H-indole-6-carbonyl)-phenyl]-amide). Isolated yield 60.7%. Reactants: C1(=CC=CC=C1)P(C1=CC=CC=C1)C1=CC=CC=C1 (triphenyl-phosphine), C1(=CC=CC=C1)C(COC(=O)[PH2]=C)(C1=CC=CC=C1)C1=CC=CC=C1 (triphenyl-carbethoxy-methylenephosphoran), BrCC(=O)OCC (ethyl bromoacetate), BrCC(=O)C1=CC=C(C=C1)C1=CC=C(C=C1)F (2-bromo-4'-(4-fluoro-phenyl)-acetophenone). The solvent is C1=CC=CC=C1 (benzene). Conditions: time 2 hour. The product is FC1=CC=C(C=C1)C1=CC=C(C=C1)C(/C=C/C(=O)OCC)=O (Ethyl 4-(4'-fluoro-4-biphenylyl)-4-oxo-crotonate). As a reaction SMILES: C1(C(C2C=CC=CC=2)(C2C=CC=CC=2)COC([PH2]=C)=O)C=CC=CC=1.Br[CH2:27][C:28]([C:30]1[CH:35]=[CH:34][C:33]([C:36]2[CH:41]=[CH:40][C:39]([F:42])=[CH:38][CH:37]=2)=[CH:32][CH:31]=1)=[O:29].Br[CH2:44][C:45]([O:47][CH2:48][CH3:49])=[O:46].C1(P(C2C=CC=CC=2)C2C=CC=CC=2)C=CC=CC=1>C1C=CC=CC=1>[F:42][C:39]1[CH:40]=[CH:41][C:36]([C:33]2[CH:34]=[CH:35][C:30]([C:28](=[O:29])/[CH:27]=[CH:44]/[C:45]([O:47][CH2:48][CH3:49])=[O:46])=[CH:31][CH:32]=2)=[CH:37][CH:38]=1. Procedure details: A mixture of 18.5 gm (0.0538 mol) of triphenyl-carbethoxy-methylenephosphoran and 260 cc of absolute benzene was heated to boiling, 7.6 gm (0.026 mol) of 2-bromo-4'-(4-fluoro-phenyl)-acetophenone were added, and the mixture was stirred for two hours at the boiling point. Thereafter, the precipitated triphenyl-carbethoxy-methylphosphonium bromide was separated by vacuum filtration, the clear filtrate was admixed with 4.35 gm (0.026 mol) of ethyl bromoacetate to tie up the triphenyl-phosphine, and... Reactants: C1CCOC1, Cc1cccc(NC(=O)OC(C)(C)C)n1, CC(C)[N-]C(C)C, [Li+], O=C(O)Nc1cccc(CCO)n1. Product: CC(C)(C)OC(=O)Nc1cccc(CCO)n1. RXN SMILES: [CH2:37]1[O:38][CH2:39][CH2:40][CH2:41]1.[CH3:14][c:15]1[n:16][c:17]([NH:18][C:19](=[O:20])[O:21][C:24]([CH3:25])([CH3:26])[CH3:27])[cH:22][cH:23][cH:28]1.[CH:29]([N-:30][CH:31]([CH3:32])[CH3:33])([CH3:34])[CH3:35].[Li+:36].[OH:1][CH2:2][CH2:3][c:4]1[cH:5][cH:6][cH:7][c:8]([NH:10][C:11]([OH:12])=[O:13])[n:9]1>>[OH:1][CH2:2][CH2:3][c:4]1[cH:5][cH:6][cH:7][c:8]([NH:10][C:11](=[O:12])[O:13][C:24]([CH3:25])([CH3:26])[CH3:27])[n:9]1.